From a dataset of the Open Reaction Database (ORD), a public repository of structured organic reaction records. describe an organic reaction: reactants, conditions, products, and yield The reactants are Cc1cc(F)c(Br)cc1N, Cl, O=N[O-], [Na+], [Na+], [OH-], O. Yields the product Cc1cc(F)c(Br)cc1NN, Cl. As a reaction SMILES: [Br:1][c:2]1[c:3]([F:10])[cH:4][c:5]([CH3:9])[c:6]([NH2:7])[cH:8]1.[ClH:17].[N:11]([O-:12])=[O:13].[Na+:14].[Na+:16].[OH-:15].[OH2:18]>>[Br:1][c:2]1[c:3]([F:10])[cH:4][c:5]([CH3:9])[c:6]([NH:7][NH2:11])[cH:8]1.[ClH:17]. The reactants are C[Si](Br)(C)C (trimethylbromosilane), C(C)OC(C(C=C(CCCOC(C)=O)CP(=O)(OC(C)C)OC(C)C)NC=O)=O (7-acetoxy-4-diisopropylphosphonomethyl-2-formylamino-hept-3-enoic acid ethyl ester), C(C)O (ethanol). The solvent is ClCCl (dichloromethane). Run at time 24 hour. Yields the product C(C)OC(C(C=C(CCCO)CP(=O)(O)O)N)=O (2-amino-7-hydroxy-4-phosphonomethyl-hept-3-enoic acid ethyl ester). Reaction SMILES: [CH2:1]([O:3][C:4](=[O:29])[CH:5]([NH:26]C=O)[CH:6]=[C:7]([CH2:15][P:16]([O:22]C(C)C)([O:18]C(C)C)=[O:17])[CH2:8][CH2:9][CH2:10][O:11]C(=O)C)[CH3:2].C[Si](C)(C)Br.C(O)C>ClCCl>[CH2:1]([O:3][C:4](=[O:29])[CH:5]([NH2:26])[CH:6]=[C:7]([CH2:15][P:16]([OH:18])([OH:22])=[O:17])[CH2:8][CH2:9][CH2:10][OH:11])[CH3:2]. Procedure: 4.3 g (9.9 mmol) of 7-acetoxy-4-diisopropylphosphonomethyl-2-formylamino-hept-3-enoic acid ethyl ester are dissolved in 25 ml of dichloromethane, and 5.1 ml (39.5 mmol) of trimethylbromosilane are added dropwise at room temperature. The mixture is left to stand at room temperature for 24 hours, 25 ml of ethanol are added dropwise, the mixture is left to stand for a further 24 hours and is concentrated by evaporation, the residue is dissolved in 25 ml of ethanol, and a mixture of 25 ml of propyle... Reactants: IC (iodomethane), C1(CCCC1)CNC(=O)C=1C=C2C(=CNC2=CC1)CC1=C(C=C(C(=O)OC)C=C1)OC (methyl 4-[5-(N-cyclopentylmethylcarbamoyl)indol-3-ylmethyl]-3-methoxybenzoate), [H-].[Na+] (sodium hydride). The solvent is CN(C=O)C (N,N-dimethylformamide), CN(C=O)C (N,N-dimethylformamide), CN(C=O)C (N,N-dimethylformamide). Reaction conditions: temperature 0 celsius, time 15 minute. Yields the product C1(CCCC1)CNC(=O)C=1C=C2C(=CN(C2=CC1)C)CC1=C(C=C(C(=O)OC)C=C1)OC (Methyl 4-[5-(N-cyclopentylmethylcarbamoyl)-1-methyl-indol-3-ylmethyl]-3-methoxybenzoate). The yield is 54.8%. As a reaction SMILES: [CH:1]1([CH2:6][NH:7][C:8]([C:10]2[CH:11]=[C:12]3[C:16](=[CH:17][CH:18]=2)[NH:15][CH:14]=[C:13]3[CH2:19][C:20]2[CH:29]=[CH:28][C:23]([C:24]([O:26][CH3:27])=[O:25])=[CH:22][C:21]=2[O:30][CH3:31])=[O:9])[CH2:5][CH2:4][CH2:3][CH2:2]1.[H-].[Na+].I[CH3:35]>CN(C)C=O>[CH:1]1([CH2:6][NH:7][C:8]([C:10]2[CH:11]=[C:12]3[C:16](=[CH:17][CH:18]=2)[N:15]([CH3:35])[CH:14]=[C:13]3[CH2:19][C:20]2[CH:29]=[CH:28][C:23]([C:24]([O:26][CH3:27])=[O:25])=[CH:22][C:21]=2[O:30][CH3:31])=[O:9])[CH2:2][CH2:3][CH2:4][CH2:5]1 |f:1.2|. Procedure: A solution of methyl 4-[5-(N-cyclopentylmethylcarbamoyl)indol-3-ylmethyl]-3-methoxybenzoate (C) (1.52 g) in N,N-dimethylformamide (5 ml) was added to a slurry of sodium hydride (0.088 g) in N,N-dimethylformamide (3 ml) at 0° C. The mixture was stirred under a nitrogen atmosphere for 20 minutes at 0° C. and for 15 minutes at 25°0 C. The reaction was cooled to 0° C., treated with a cold solution of iodomethane (0.57 g) in N,N-dimethylformamide (2 ml), and then allowed to warm to 25°. The mixture w... Reactants: FC=1C=C(C=CC1OC1=C2C(=NC=C1)C=C(S2)C2=CN=CN2C)NC(CC(=O)NC2=C(C=CC=C2)OC)=O (N1-(3-Fluoro-4-(2-(1-methyl-1H-imidazol-5-yl)thieno[3,2-b]pyridin-7-yloxy)phenyl)-N3-(2-methoxyphenyl)malonamide), B(Br)(Br)Br (BBr3). Run in CO (MeOH), O (water), C(Cl)Cl (DCM). Reaction conditions: time 1 hour. The product is FC=1C=C(C=CC1OC1=C2C(=NC=C1)C=C(S2)C2=CN=CN2C)NC(CC(=O)NC2=C(C=CC=C2)O)=O (N1-(3-Fluoro-4-(2-(1-methyl-1H-imidazol-5-yl)thieno[3,2-b]pyridin-7-yloxy)phenyl)-N3-(2-hydroxyphenyl)malonamide). The yield is 27.6%. As a reaction SMILES: [F:1][C:2]1[CH:3]=[C:4]([NH:24][C:25](=[O:38])[CH2:26][C:27]([NH:29][C:30]2[CH:35]=[CH:34][CH:33]=[CH:32][C:31]=2[O:36]C)=[O:28])[CH:5]=[CH:6][C:7]=1[O:8][C:9]1[CH:14]=[CH:13][N:12]=[C:11]2[CH:15]=[C:16]([C:18]3[N:22]([CH3:23])[CH:21]=[N:20][CH:19]=3)[S:17][C:10]=12.B(Br)(Br)Br>C(Cl)Cl.CO.O>[F:1][C:2]1[CH:3]=[C:4]([NH:24][C:25](=[O:38])[CH2:26][C:27]([NH:29][C:30]2[CH:35]=[CH:34][CH:33]=[CH:32][C:31]=2[OH:36])=[O:28])[CH:5]=[CH:6][C:7]=1[O:8][C:9]1[CH:14]=[CH:13][N:12]=[C:11]2[CH:15]=[C:16]([C:18]3[N:22]([CH3:23])[CH:21]=[N:20][CH:19]=3)[S:17][C:10]=12. Procedure: To a solution of compound 28c (example 10, scheme 8) (115 mg, 0.21 mmol) in DCM (10 mL) at −40° C. was added BBr3 (1.0M, 0.86 mL, 0.86 mmol). The reaction mixture was allowed to stir for 1 hr then diluted with MeOH (2 mL) and water (1 mL) and concentrated. The residue was purified by preparative HPLC (Thermo C-18 column, gradient MeOH/water from 95:5 to 60:40) to afford title compound 115 (30 mg, 27% yield) as a white solid. 1H NMR (DMSO-d6). δ (ppm): 10.57 (s, 1H), 9.88 (s, 1H), 9.59 (s, 1H), 8... Run at time 3 hour. Reported procedure: A mixture of methyl 5-[4-acetonylphenoxymethyl]furan-2-carboxylate (1.76 g) and 2-hydroxy-2-(3-chlorophenyl) ethanamine (1.05 g) in dry benzene (100 ml) was heated under reflux with azeotropic removal of water, for 2 hr. The solvent was evaporated and sodium borohydride (2 g) added, in portions, to a stirred solution of the residual oil in methanol (80 ml) with cooling in ice. The mixture was stirred at ambient temperature for 3 hr. the solvent was evaporated and the residue was partitioned betw... Reactants: C(C(=O)C)C1=CC=C(OCC2=CC=C(O2)C(=O)OC)C=C1 (methyl 5-[4-acetonylphenoxymethyl]furan-2-carboxylate), OC(CN)C1=CC(=CC=C1)Cl (2-hydroxy-2-(3-chlorophenyl) ethanamine), O (water). Run in C1=CC=CC=C1 (benzene). Reaction SMILES: [CH2:1]([C:5]1[CH:21]=[CH:20][C:8]([O:9][CH2:10][C:11]2[O:15][C:14]([C:16]([O:18][CH3:19])=[O:17])=[CH:13][CH:12]=2)=[CH:7][CH:6]=1)[C:2]([CH3:4])=O.[OH:22][CH:23]([C:26]1[CH:31]=[CH:30][CH:29]=[C:28]([Cl:32])[CH:27]=1)[CH2:24][NH2:25].O>C1C=CC=CC=1>[Cl:32][C:28]1[CH:27]=[C:26]([CH:31]=[CH:30][CH:29]=1)[CH:23]([OH:22])[CH2:24][NH:25][CH:2]([CH3:4])[CH2:1][C:5]1[CH:21]=[CH:20][C:8]([O:9][CH2:10][C:11]2[O:15][C:14]([C:16]([O:18][CH3:19])=[O:17])=[CH:13][CH:12]=2)=[CH:7][CH:6]=1. Yields the product ClC=1C=C(C(CNC(CC2=CC=C(OCC3=CC=C(O3)C(=O)OC)C=C2)C)O)C=CC1 (methyl 5-[4-[2-[(3-chloro-β-hydroxyphenethyl)amino]propyl]phenoxymethyl]furan-2-carboxylate). Starting materials: C(C)(C)(C)C1=NN=C(O1)C=1C(=NC=C(N1)C1=NC(=NN1C)C1CCNCC1)N (3-(5-tert-butyl-1,3,4-oxadiazol-2-yl)-5-(1-methyl-3-(piperidin-4-yl)-1H-1,2,4-triazol-5-yl)pyrazin-2-amine), OC[C@H](C(=O)O)C ((R)-3-hydroxy-2-methylpropanoic acid). The product is NC=1N=CC(=NC1C=1OC(=NN1)C(C)(C)C)C1=NC(=NN1C)C1CCN(CC1)C([C@@H](CO)C)=O ((2R)-1-[4-[5-[5-amino-6-(5-tert-butyl-1,3,4-oxadiazol-2-yl)pyrazin-2-yl]-1-methyl-1,2,4-triazol-3-yl]-1-piperidyl]-3-hydroxy-2-methyl-propan-1-one). Yield: 47.4%. As a reaction SMILES: [C:1]([C:5]1[O:9][C:8]([C:10]2[C:11]([NH2:28])=[N:12][CH:13]=[C:14]([C:16]3[N:20]([CH3:21])[N:19]=[C:18]([CH:22]4[CH2:27][CH2:26][NH:25][CH2:24][CH2:23]4)[N:17]=3)[N:15]=2)=[N:7][N:6]=1)([CH3:4])([CH3:3])[CH3:2].[OH:29][CH2:30][C@@H:31]([CH3:35])[C:32](O)=[O:33]>>[NH2:28][C:11]1[N:12]=[CH:13][C:14]([C:16]2[N:20]([CH3:21])[N:19]=[C:18]([CH:22]3[CH2:23][CH2:24][N:25]([C:30](=[O:29])[C@H:31]([CH3:35])[CH2:32][OH:33])[CH2:26][CH2:27]3)[N:17]=2)=[N:15][C:10]=1[C:8]1[O:9][C:5]([C:1]([CH3:4])([CH3:2])[CH3:3])=[N:6][N:7]=1. Procedure details: Using a similar procedure as Example 4, 3-(5-tert-butyl-1,3,4-oxadiazol-2-yl)-5-(1-methyl-3-(piperidin-4-yl)-1H-1,2,4-triazol-5-yl)pyrazin-2-amine was reacted with (R)-3-hydroxy-2-methylpropanoic acid to afford the title compound (87 mg, 47.4%) as a pale yellow solid. Reactants: CC(=O)c1ccccn1, CCOC(=O)OCC, CC(=O)O, O, c1ccccc1. Yields the product CCOC(=O)CC(=O)c1ccccn1. RXN SMILES: [C:15]([CH3:16])(=[O:17])[c:18]1[n:19][cH:20][cH:21][cH:22][cH:23]1.[C:1]([O:2][CH2:3][CH3:4])([O:5][CH2:6][CH3:7])=[O:8].[CH3:24][C:25](=[O:26])[OH:27].[OH2:28].[cH:9]1[cH:10][cH:11][cH:12][cH:13][cH:14]1>>[C:1]([O:5][CH2:6][CH3:7])(=[O:8])[CH2:16][C:15](=[O:17])[c:18]1[n:19][cH:20][cH:21][cH:22][cH:23]1.